From a dataset of the Open Reaction Database (ORD), a public repository of structured organic reaction records. describe an organic reaction: reactants, conditions, products, and yield Starting materials: Brc1ccc2cc[nH]c2c1, Cc1ccccc1, CCO, [Na+], O=C([O-])O, OB(O)c1ccccc1. Product: c1ccc(-c2ccc3cc[nH]c3c2)cc1. Reaction SMILES: [Br:1][c:2]1[cH:3][cH:4][c:5]2[cH:6][cH:7][nH:8][c:9]2[cH:10]1.[CH3:25][c:26]1[cH:27][cH:28][cH:29][cH:30][cH:31]1.[CH3:32][CH2:33][OH:34].[Na+:24].[O-:20][C:21]([OH:22])=[O:23].[OH:11][B:12]([OH:13])[c:14]1[cH:15][cH:16][cH:17][cH:18][cH:19]1>>[c:2]1(-[c:14]2[cH:15][cH:16][cH:17][cH:18][cH:19]2)[cH:3][cH:4][c:5]2[cH:6][cH:7][nH:8][c:9]2[cH:10]1.